describe an organic reaction: reactants, conditions, products, and yield From a dataset of the Open Reaction Database (ORD), a public repository of structured organic reaction records. Starting materials: C(C)(C)(C)OC(NC(C(=O)C1=C(C=C(C=C1)Br)F)C1=CC(=C(C=C1)Cl)Cl)=O (rac-[2-(4-bromo-2-fluoro-phenyl)-1-(3,4-dichloro-phenyl)-2-oxo-ethyl]-carbamic acid tert-butyl ester), C([O-])(O)=O.[Na+] (sodium bicarbonate), O (water), CS(=O)(=O)C=1C=C(C=CC1)B(O)O (3-methylsulfonylphenylboronic acid). Reagents/catalysts: Cl[Pd]Cl (PdCl2). The solvent is C1(=CC=CC=C1)C.C(C)O (toluene ethanol). Product: C(C)(C)(C)OC(NC(C(=O)C1=C(C=C(C=C1)C1=CC(=CC=C1)S(=O)(=O)C)F)C1=CC(=C(C=C1)Cl)Cl)=O (rac-[1-(3,4-dichloro-phenyl)-2-(3-fluoro-3′-methanesulfonyl-biphenyl-4-yl)-2-oxo-ethyl]-carbamic acid tert-butyl ester). As a reaction SMILES: [C:1]([O:5][C:6](=[O:27])[NH:7][CH:8]([C:19]1[CH:24]=[CH:23][C:22]([Cl:25])=[C:21]([Cl:26])[CH:20]=1)[C:9]([C:11]1[CH:16]=[CH:15][C:14](Br)=[CH:13][C:12]=1[F:18])=[O:10])([CH3:4])([CH3:3])[CH3:2].C(=O)(O)[O-].[Na+].O.[CH3:34][S:35]([C:38]1[CH:39]=[C:40](B(O)O)[CH:41]=[CH:42][CH:43]=1)(=[O:37])=[O:36]>C1(C)C=CC=CC=1.C(O)C.Cl[Pd]Cl>[C:1]([O:5][C:6](=[O:27])[NH:7][CH:8]([C:19]1[CH:24]=[CH:23][C:22]([Cl:25])=[C:21]([Cl:26])[CH:20]=1)[C:9]([C:11]1[CH:16]=[CH:15][C:14]([C:42]2[CH:41]=[CH:40][CH:39]=[C:38]([S:35]([CH3:34])(=[O:37])=[O:36])[CH:43]=2)=[CH:13][C:12]=1[F:18])=[O:10])([CH3:4])([CH3:3])[CH3:2] |f:1.2,5.6|. Procedure details: To a solution of 0.450 g (0.943 mmol) rac-[2-(4-bromo-2-fluoro-phenyl)-1-(3,4-dichloro-phenyl)-2-oxo-ethyl]-carbamic acid tert-butyl ester in 10.5 ml toluene/ethanol 19:1 were added 69 mg (0.094 mmol) PdCl2 (dppf), 0.238 g (2.83 mmol) sodium bicarbonate, 5 ml water and 212 mg (1.04 mmol) 3-methylsulfonylphenylboronic acid and the mixture heated to reflux for 18 h. The reaction mixture was cooled to ambient temperature, filtered through a Dicalite pad and the filtrated extracted with tertiary but... Starting materials: N1=CC=CC=C1 (pyridine), COC1=CC=C(C=C1)C(=O)C(O)C1=CC=C(C=C1)OC (4,4'-dimethoxybenzoin). The reagents and catalysts are S(=O)(=O)([O-])[O-].[Cu+2] (copper sulfate), S(=O)(=O)([O-])[O-].[Cu+2] (copper sulfate). Run in O (water). Conditions: time 2 hour. Yields the product COC1=CC=C(C=C1)C(=O)C(=O)C1=CC=C(C=C1)OC (4,4'-dimethoxybenzil). Reaction SMILES: N1C=CC=CC=1.[CH3:7][O:8][C:9]1[CH:14]=[CH:13][C:12]([C:15]([CH:17]([C:19]2[CH:24]=[CH:23][C:22]([O:25][CH3:26])=[CH:21][CH:20]=2)[OH:18])=[O:16])=[CH:11][CH:10]=1>S([O-])([O-])(=O)=O.[Cu+2].O>[CH3:26][O:25][C:22]1[CH:21]=[CH:20][C:19]([C:17]([C:15]([C:12]2[CH:11]=[CH:10][C:9]([O:8][CH3:7])=[CH:14][CH:13]=2)=[O:16])=[O:18])=[CH:24][CH:23]=1 |f:2.3|. Reported procedure: A mixture of 27.5 g of copper sulfate (0.11 mol), 25 g of pyridine and 10 g of water was heated until the copper sulfate was completely dissolved. Then, 13.5 g of 2 (0.05 mol) was added, and the heating was continued for 2 hours. Reactants: OCCN1C2=C(OCC1=O)N=C(C(=C2)C2=CC=CC=C2)C2=CC=C(C=C2)C2(CCC2)NC(OC(C)(C)C)=O (tert-butyl 1-(4-(1-(2-hydroxyethyl)-2-oxo-7-phenyl-2,3-dihydro-1H-pyrido[2,3-b][1,4]oxazin-6-yl)phenyl)cyclobutylcarbamate), Cl (hydrochloric acid). Solvent: ClCCl (dichloromethane). Run at time 16 hour. The product is NC1(CCC1)C1=CC=C(C=C1)C=1C(=CC2=C(OCC(N2CCO)=O)N1)C1=CC=CC=C1 (6-(4-(1-aminocyclobutyl)phenyl)-1-(2-hydroxyethyl)-7-phenyl-1H-pyrido[2,3-b][1,4]oxazin-2(3H)-one). The yield is 77.7%. As a reaction SMILES: [OH:1][CH2:2][CH2:3][N:4]1[C:9](=[O:10])[CH2:8][O:7][C:6]2[N:11]=[C:12]([C:21]3[CH:26]=[CH:25][C:24]([C:27]4([NH:31]C(=O)OC(C)(C)C)[CH2:30][CH2:29][CH2:28]4)=[CH:23][CH:22]=3)[C:13]([C:15]3[CH:20]=[CH:19][CH:18]=[CH:17][CH:16]=3)=[CH:14][C:5]1=2.Cl>ClCCl>[NH2:31][C:27]1([C:24]2[CH:25]=[CH:26][C:21]([C:12]3[C:13]([C:15]4[CH:16]=[CH:17][CH:18]=[CH:19][CH:20]=4)=[CH:14][C:5]4[N:4]([CH2:3][CH2:2][OH:1])[C:9](=[O:10])[CH2:8][O:7][C:6]=4[N:11]=3)=[CH:22][CH:23]=2)[CH2:28][CH2:29][CH2:30]1. Procedure: to a round bottomed flask containing tert-butyl 1-(4-(1-(2-hydroxyethyl)-2-oxo-7-phenyl-2,3-dihydro-1H-pyrido[2,3-b][1,4]oxazin-6-yl)phenyl)cyclobutylcarbamate (25 mg, 0.048 mmol) was added dichloromethane (2.5 ml) followed with hydrochloric acid (2.5 ml, 2M in diethyl ether). The resulting solution was stirred for 16 h. The precipitate was filtered and washed with ether (2×10 ml) and dried to afford the product (15.5 mg). 1H NMR (500 MHz, CH3OD) 7.78 (s, 1H), 7.42 (d, 2H), 7.38 (d, 2H), 7.30 (m...